From a dataset of the Open Reaction Database (ORD), a public repository of structured organic reaction records. describe an organic reaction: reactants, conditions, products, and yield Reactants: CC(=O)Cl, CO, O=C(O)CN1C(=O)OCC1c1ccccc1. Product: COC(=O)CN1C(=O)OCC1c1ccccc1. RXN SMILES: [CH3:17][C:18](=[O:19])[Cl:20].[CH3:21][OH:22].[c:1]1([CH:7]2[N:8]([CH2:13][C:14](=[O:15])[OH:16])[C:9](=[O:12])[O:10][CH2:11]2)[cH:2][cH:3][cH:4][cH:5][cH:6]1>>[c:1]1([CH:7]2[N:8]([CH2:13][C:14](=[O:15])[O:16][CH3:17])[C:9](=[O:12])[O:10][CH2:11]2)[cH:2][cH:3][cH:4][cH:5][cH:6]1. Reactants: C(C)(C)C1=C(C(=CC=C1)C(C)C)N=C=NC1=C(C=CC=C1C(C)C)C(C)C (bis(2,6-diisopropylphenyl)carbodiimide), C(C)N(O)CC (N,N-diethylhydroxylamine), [OH-].[Na+] (NaOH). Solvent: C1CCOC1 (THF). Conditions: time 22 hour. The product is C(C)(C)C1=C(C(=CC=C1)C(C)C)NC(ON(CC)CC)=NC1=C(C=CC=C1C(C)C)C(C)C (1,3-Bis-(2,6-diisopropyl-phenyl)-2-diethylamino-isourea). Yield: 32.3%. As a reaction SMILES: [CH:1]([C:4]1[CH:9]=[CH:8][CH:7]=[C:6]([CH:10]([CH3:12])[CH3:11])[C:5]=1[N:13]=[C:14]=[N:15][C:16]1[C:21]([CH:22]([CH3:24])[CH3:23])=[CH:20][CH:19]=[CH:18][C:17]=1[CH:25]([CH3:27])[CH3:26])([CH3:3])[CH3:2].[CH2:28]([N:30]([CH2:32][CH3:33])[OH:31])[CH3:29].[OH-].[Na+]>C1COCC1>[CH:22]([C:21]1[CH:20]=[CH:19][CH:18]=[C:17]([CH:25]([CH3:27])[CH3:26])[C:16]=1[NH:15][C:14](=[N:13][C:5]1[C:6]([CH:10]([CH3:12])[CH3:11])=[CH:7][CH:8]=[CH:9][C:4]=1[CH:1]([CH3:3])[CH3:2])[O:31][N:30]([CH2:32][CH3:33])[CH2:28][CH3:29])([CH3:24])[CH3:23] |f:2.3|. Procedure: To a solution of bis(2,6-diisopropylphenyl)carbodiimide (4.35 g, 12 mmol) and N,N-diethylhydroxylamine (1.6 g, 18 mmol) in THF (20 ml) is added finely powdered NaOH (48 mg) and the mixture is stirred at room temperature for 22 hours. The reaction mixture is then filtered and the filtrate is evaporated on the rotary evaporator below 45° C. The residue is recrystallized twice from acetonitrile to afford 1.75 g of the title compound as a white solid, mp. 113-116° C.